From a dataset of the Open Reaction Database (ORD), a public repository of structured organic reaction records. describe an organic reaction: reactants, conditions, products, and yield The reactants are NC(O)(C[N+](C)(C)C)CC([O-])=O (aminocarnitine), N(=C=O)C1=CC=C(C=C1)C(=O)C1=CC=CC=C1 ((4-isocyanatophenyl)(phenyl)methanone). The product is C(C)(=O)[O-].C(C1=CC=CC=C1)(=O)C1=CC=C(C=C1)NC(N[C@@H](C[N+](C)(C)C)CC(=O)O)=O ((R)-2-(3-(4-Benzoylphenyl)ureido)-3-carboxy-N,N,N-trimethylpropan-1-aminium acetate). Reaction SMILES: [NH2:1][C:2]([CH2:9][C:10](=[O:12])[O-:11])([CH2:4][N+:5]([CH3:8])([CH3:7])[CH3:6])O.[N:13]([C:16]1[CH:21]=[CH:20][C:19]([C:22]([C:24]2[CH:29]=[CH:28][CH:27]=[CH:26][CH:25]=2)=[O:23])=[CH:18][CH:17]=1)=[C:14]=[O:15]>>[C:10]([O-:12])(=[O:11])[CH3:9].[C:22]([C:19]1[CH:20]=[CH:21][C:16]([NH:13][C:14](=[O:15])[NH:1][C@H:2]([CH2:9][C:10]([OH:11])=[O:12])[CH2:4][N+:5]([CH3:8])([CH3:7])[CH3:6])=[CH:17][CH:18]=1)(=[O:23])[C:24]1[CH:25]=[CH:26][CH:27]=[CH:28][CH:29]=1 |f:2.3|. Reported procedure: According to the method described in example S11, aminocarnitine (40 mg) was reacted with (4-isocyanatophenyl)(phenyl)methanone to yield the title compound as a white solid (13.4 mg). 1H NMR (400 MHz, CD3OD): δ=7.76-7.68 (m, 4H), 7.66-7.55 (m, 3H), 7.55-7.48 (m, 2H), 4.66 (brs, 1H), 3.78 (dd, J=9.20 Hz, 13.60 Hz, 1H), 3.60-3.50 (m, 1H), 3.24 (s, 9H), 2.65-2.50 (m, 2H), 1.98 (s, 3H); MS ESI [M+H]+, calcd for [C21H26N3O4+H]+ 384.4 found m/z 384.2 (100) Yield: 44.7%. Yields the product FC1=C(COC2=CC(=CC=3N2N=C(C3C(=O)OC)CCC)C)C(=CC=C1)F (Methyl 7-[(2,6-difluorobenzyl)oxy]-5-methyl-2-propylpyrazolo[1,5-a]pyridine-3-carboxylate). Reaction conditions: time 3 hour. Reactants: O (water), CC1=C(C(=CC(=C1)C)C)S(=O)(=O)[O-].N[N+]1=C(C=C(C=C1)C)OCC1=C(C=CC=C1F)F (1-Amino-2-[(2,6-difluorobenzyl)oxy]-4-methylpyridinium 2,4,6-trimethylbenzenesulphonate), C([O-])([O-])=O.[K+].[K+] (potassium carbonate), C(C#CCCC)(=O)OC (methyl hex-2-ynoate). Procedure: 0.50 g (1.01 mmol) of 1-amino-2-[(2,6-difluorobenzyl)oxy]-4-methylpyridinium 2,4,6-trimethylbenzenesulphonate from Example 2A were dissolved in 3.3 ml of DMF, and 229 mg (1.82 mmol) of methyl hex-2-ynoate were added. 251 mg (1.82 mmol) of potassium carbonate were added and the mixture was stirred at RT for 3 h. Subsequently, the mixture was poured onto 24 ml of water and stirred briefly, and the precipitated solids were filtered off, washed with water and dried. 169 mg of the title compound were... Reaction SMILES: CC1C=C(C)C=C(C)C=1S([O-])(=O)=O.[NH2:14][N+:15]1[CH:20]=[CH:19][C:18]([CH3:21])=[CH:17][C:16]=1[O:22][CH2:23][C:24]1[C:29]([F:30])=[CH:28][CH:27]=[CH:26][C:25]=1[F:31].[C:32]([O:39][CH3:40])(=[O:38])[C:33]#[C:34][CH2:35][CH2:36][CH3:37].C(=O)([O-])[O-].[K+].[K+].O>CN(C=O)C>[F:30][C:29]1[CH:28]=[CH:27][CH:26]=[C:25]([F:31])[C:24]=1[CH2:23][O:22][C:16]1[N:15]2[N:14]=[C:34]([CH2:35][CH2:36][CH3:37])[C:33]([C:32]([O:39][CH3:40])=[O:38])=[C:20]2[CH:19]=[C:18]([CH3:21])[CH:17]=1 |f:0.1,3.4.5|. Solvent: CN(C)C=O (DMF).